Dataset: the Open Reaction Database (ORD), a public repository of structured organic reaction records. Task: describe an organic reaction: reactants, conditions, products, and yield The reactants are [BH3-]C#N, COc1ccc(C=O)c(OC)c1OC, CO, [Cl-], [Cl-], CCCc1ccc(N2CCNCC2)c(S(=O)(=O)O)c1, [Na+], [Zn+2]. Yields the product CCCc1ccc(N2CCN(Cc3ccc(OC)c(OC)c3OC)CC2)c(S(=O)(=O)O)c1. As a reaction SMILES: [C:1]([BH3-:2])#[N:3].[CH3:24][O:25][c:26]1[c:27]([CH:28]=[O:29])[cH:30][cH:31][c:32]([O:36][CH3:37])[c:33]1[O:34][CH3:35].[CH3:38][OH:39].[Cl-:40].[Cl-:42].[N:5]1([c:11]2[c:12]([S:20](=[O:21])(=[O:22])[OH:23])[cH:13][c:14]([CH2:17][CH2:18][CH3:19])[cH:15][cH:16]2)[CH2:6][CH2:7][NH:8][CH2:9][CH2:10]1.[Na+:4].[Zn+2:41]>>[N:5]1([c:11]2[c:12]([S:20](=[O:21])(=[O:22])[OH:23])[cH:13][c:14]([CH2:17][CH2:18][CH3:19])[cH:15][cH:16]2)[CH2:6][CH2:7][N:8]([CH2:28][c:27]2[c:26]([O:25][CH3:24])[c:33]([O:34][CH3:35])[c:32]([O:36][CH3:37])[cH:31][cH:30]2)[CH2:9][CH2:10]1. Starting materials: C(C=C)C=1C(=C(C(=O)O)C=C(C1)C1=CC=C(C=C1)F)O (3-allyl-5-(4'-fluorophenyl)2-hydroxy-benzoic acid), [OH-].[K+] (potassium hydroxide). Run in O (water), O (water). Product: C(=CC)C=1C(=C(C(=O)O)C=C(C1)C1=CC=C(C=C1)F)O (3-Propenyl-5-(4'-fluorophenyl)-2-hydroxy-benzoic acid). Reaction SMILES: [CH2:1]([C:4]1[C:5]([OH:20])=[C:6]([CH:10]=[C:11]([C:13]2[CH:18]=[CH:17][C:16]([F:19])=[CH:15][CH:14]=2)[CH:12]=1)[C:7]([OH:9])=[O:8])[CH:2]=[CH2:3].[OH-].[K+]>O>[CH:1]([C:4]1[C:5]([OH:20])=[C:6]([CH:10]=[C:11]([C:13]2[CH:14]=[CH:15][C:16]([F:19])=[CH:17][CH:18]=2)[CH:12]=1)[C:7]([OH:9])=[O:8])=[CH:2][CH3:3] |f:1.2|. Procedure details: A mixture of 2 g. of 3-allyl-5-(4'-fluorophenyl)2-hydroxy-benzoic acid, 5 g. of potassium hydroxide pellets and 2 ml. of water was heated under nitrogen in an oil bath at 170° C. for 1 hour with occasional stirring. The reaction mixture was cooled, dissolved in water, and the solution acidified. The product was extracted into ether. After drying the ether solution, and removing the ether, the product was recrystallized from benzene to yield 1.37 g., m.p. 196° -200° C. One more recrystallization ... The reactants are [N+](=O)([O-])C=1SC=C2C1C(N(C2=O)C2C(NC(CC2)=O)=O)=O (1-nitryl-5-(2,6-dioxopiperidin-3-yl)-5H-thieno(3,4-c)pyrrole-4,6-dione), C(C)(=O)O (acetic acid). Reagents/catalysts: [Fe] (iron). Run in C(C)O (ethanol), O (water). Product: NC=1SC=C2C1C(N(C2=O)C2C(NC(CC2)=O)=O)=O (1-amino-5-(2,6-dioxopiperidin-3-yl)-5H-thieno(3,4-c)pyrrole-4,6-dione). Yield: 34.0%. RXN SMILES: [N+:1]([C:4]1[S:5][CH:6]=[C:7]2[C:11](=[O:12])[N:10]([CH:13]3[CH2:18][CH2:17][C:16](=[O:19])[NH:15][C:14]3=[O:20])[C:9](=[O:21])[C:8]=12)([O-])=O.C(O)(=O)C>C(O)C.O.[Fe]>[NH2:1][C:4]1[S:5][CH:6]=[C:7]2[C:11](=[O:12])[N:10]([CH:13]3[CH2:18][CH2:17][C:16](=[O:19])[NH:15][C:14]3=[O:20])[C:9](=[O:21])[C:8]=12. Procedure details: 0.309 g of 1-nitryl-5-(2,6-dioxopiperidin-3-yl)-5H-thieno(3,4-c)pyrrole-4,6-dione was suspended in 20 mL of ethanol and 20 mL of water, and 0.7 g freshly-activated iron powder (washed with water after hydrochloric acid treatment) and 5 mL acetic acid were added and refluxed for 2 h. The reaction mixture was cooled and filtered. The filtered solution was evaporated to dryness; and the remaining residue was dissolved in 150 mL of ethyl acetate, washed with 40 mL of water and 40 mL of brine, dried ... Reactants: NC1CCN(CC1)CCN1C(COC2=C1C=C(C=C2)C#N)=O (4-[2-(4-aminopiperidin-1-yl)ethyl]-3-oxo-3,4-dihydro-2H-1,4-benzoxazine-6-carbonitrile), NC1CCN(CC1)CCN1C(COC2=C1C=C(C=C2)C#N)=O (4-[2-(4-aminopiperidin-1-yl)ethyl]-3-oxo-3,4-dihydro-2H-1,4-benzoxazine-6-carbonitrile), O=C1NC2=C(OC1)C=CC(=N2)C=O (3-oxo-3,4-dihydro-2H-pyrido[3,2-b][1,4]oxazine-6-carbaldehyde), C(#N)[BH3-].[Na+] (sodium cyanoborohydride). Yields the product O=C1COC2=C(N1CCN1CCC(CC1)NCC=1C=CC=3OCC(NC3N1)=O)C=C(C=C2)C#N (3-Oxo-4-[2-(4-{[(3-oxo-3,4-dihydro-2H-pyrido[3,2-b][1,4]oxazin-6-yl)methyl]amino}piperidin-1-yl)ethyl]-3,4-dihydro-2H-1,4-benzoxazine-6-carbonitrile). Yield: 16.4%. As a reaction SMILES: [NH2:1][CH:2]1[CH2:7][CH2:6][N:5]([CH2:8][CH2:9][N:10]2[C:15]3[CH:16]=[C:17]([C:20]#[N:21])[CH:18]=[CH:19][C:14]=3[O:13][CH2:12][C:11]2=[O:22])[CH2:4][CH2:3]1.[O:23]=[C:24]1[CH2:29][O:28][C:27]2[CH:30]=[CH:31][C:32]([CH:34]=O)=[N:33][C:26]=2[NH:25]1.C([BH3-])#N.[Na+]>>[O:22]=[C:11]1[N:10]([CH2:9][CH2:8][N:5]2[CH2:6][CH2:7][CH:2]([NH:1][CH2:34][C:32]3[CH:31]=[CH:30][C:27]4[O:28][CH2:29][C:24](=[O:23])[NH:25][C:26]=4[N:33]=3)[CH2:3][CH2:4]2)[C:15]2[CH:16]=[C:17]([C:20]#[N:21])[CH:18]=[CH:19][C:14]=2[O:13][CH2:12]1 |f:2.3|. Procedure details: 4-[2-(4-aminopiperidin-1-yl)ethyl]-3-oxo-3,4-dihydro-2H-1,4-benzoxazine-6-carbonitrile (Intermediate 58) (0.8 mmol), 3-oxo-3,4-dihydro-2H-pyrido[3,2-b][1,4]oxazine-6-carbaldehyde (WO 2004/058144) (140 mg, 0.79 mmol) and sodium cyanoborohydride (83 mg, 1.32 mmol) were reacted as described under Example 21 to give 60 mg (19%) product as a solid. The reactants are SC1=CC=C(C=C1)O (4-mercaptophenol), ClC1=CC=C(C2=NON=C21)[N+](=O)[O-] (4-chloro-7-nitro-2,1,3-benzoxadiazole), [OH-].[K+] (KOH), SC1=CC=C(C=C1)O (4-mercaptophenol), P(=O)([O-])([O-])[O-].[K+].[K+].[K+] (potassium phosphate), BrCC(C(=O)[O-])=O (3-bromopyruvate). Solvent: C(C)O (ethanol). Product: [N+](=O)([O-])C1=CC=C(C=2C1=NON2)SC2=CC=C(C=C2)O (4-(7-nitro-2,1,3-benzoxadiazol-4-ylthio)phenol). As a reaction SMILES: Cl[C:2]1[C:10]2[C:6](=[N:7][O:8][N:9]=2)[C:5]([N+:11]([O-:13])=[O:12])=[CH:4][CH:3]=1.[SH:14][C:15]1[CH:20]=[CH:19][C:18]([OH:21])=[CH:17][CH:16]=1.P([O-])([O-])([O-])=O.[K+].[K+].[K+].[OH-].[K+].BrCC(=O)C([O-])=O>C(O)C>[N+:11]([C:5]1[C:6]2=[N:7][O:8][N:9]=[C:10]2[C:2]([S:14][C:15]2[CH:20]=[CH:19][C:18]([OH:21])=[CH:17][CH:16]=2)=[CH:3][CH:4]=1)([O-:13])=[O:12] |f:2.3.4.5,6.7|. Procedure: A mixed solution of 4-chloro-7-nitro-2,1,3-benzoxadiazole (1 mmole) and 4-mercaptophenol (Sigma-Aldrich, Fine Chemicals) (2 mmoles) was made to react in 20 ml of ethanol: 1:1 potassium phosphate buffer, at pH 7.0 for 6 hours in a closed beaker, at 25° C. The pH was kept neutral by adding small quantities of KOH. At the end of the reaction, the excess 4-mercaptophenol was made to react with 1.5 mmoles of 3-bromopyruvate.